From a dataset of the Open Reaction Database (ORD), a public repository of structured organic reaction records. describe an organic reaction: reactants, conditions, products, and yield The solvent is C(C)(=O)OCC (ethyl acetate), C(C)#N (acetonitrile). Run at time 24 hour. Product: O1C=NCC1 (oxazoline), C1(=CC=CC=C1)P(C1=CC=CC=C1)(C1=CC=CC=C1)=O (triphenylphosphine oxide). RXN SMILES: [C:1]1([P:7]([C:14]2[CH:19]=[CH:18][CH:17]=[CH:16][CH:15]=2)[C:8]2[CH:13]=[CH:12][CH:11]=[CH:10][CH:9]=2)[CH:6]=[CH:5][CH:4]=[CH:3][CH:2]=1.C[N:21]([C:23](N=NC(N(C)C)=O)=[O:24])C.C(N(CC)C(C)C)(C)C.C(Cl)(Cl)(Cl)Cl>C(#N)C.C(OCC)(=O)C>[O:24]1[CH2:14][CH2:19][N:21]=[CH:23]1.[C:14]1([P:7](=[O:24])([C:1]2[CH:2]=[CH:3][CH:4]=[CH:5][CH:6]=2)[C:8]2[CH:13]=[CH:12][CH:11]=[CH:10][CH:9]=2)[CH:15]=[CH:16][CH:17]=[CH:18][CH:19]=1. Procedure: Triphenylphosphine (654 mg, 2.46 mmol) was added to a stirred solution of diamide F (400 mg, 0.75 mmol) in acetonitrile (15 mL). After a few minutes, N,N-diisopropylethyl amine (440 μl, 2.52 mmol) was added. Addition of carbon tetrachloride (800 μl) followed. The mixture was stirred for 24 hours, diluted with ethyl acetate (100 mL) and washed with aqueous sodium bicarbonate solution and brine. The organic extract was dried (magnesium sulfate), filtered and concentrated. The residue was chromatog... Reactants: C(C)(C)N(C(C)C)CC (N,N-diisopropylethyl amine), C(Cl)(Cl)(Cl)Cl (carbon tetrachloride), C1(=CC=CC=C1)P(C1=CC=CC=C1)C1=CC=CC=C1 (Triphenylphosphine), CN(C)C(=O)N=NC(=O)N(C)C (diamide).